From a dataset of the Open Reaction Database (ORD), a public repository of structured organic reaction records. describe an organic reaction: reactants, conditions, products, and yield Reactants: C1(=CC=CC=C1)C (toluene), C(=O)([O-])[O-].[K+].[K+] (K2CO3), BrC=1C(=CC2=C(N(C(OC2(C)C)=O)CC)C1)C (7-Bromo-1-ethyl-4,4,6-trimethyl-1,4-dihydro-benzo[d][1,3]oxazin-2-one), FC(OC1=C(C=C(C=C1)C=O)B(O)O)(F)F (2-trifluoromethoxy-5-formylphenylboronic acid). Reagents/catalysts: C=1C=CC(=CC1)[P](C=2C=CC=CC2)(C=3C=CC=CC3)[Pd]([P](C=4C=CC=CC4)(C=5C=CC=CC5)C=6C=CC=CC6)([P](C=7C=CC=CC7)(C=8C=CC=CC8)C=9C=CC=CC9)[P](C=1C=CC=CC1)(C=1C=CC=CC1)C=1C=CC=CC1 (tetrakis(triphenylphosphine)palladium(0)). Solvent: C(C)O (ethanol). Conditions: temperature 80 celsius. The product is C(C)N1C(OC(C2=C1C=C(C(=C2)C)C=2C=C(C=O)C=CC2OC(F)(F)F)(C)C)=O (3-(1-ethyl-4,4,6-trimethyl-2-oxo-1,4-dihydro-2H-benzo[d][1,3]oxazin-7-yl)-4-trifluoromethoxy-benzaldehyde). The yield is 51.4%. Reaction SMILES: Br[C:2]1[C:3]([CH3:17])=[CH:4][C:5]2[C:10]([CH3:12])([CH3:11])[O:9][C:8](=[O:13])[N:7]([CH2:14][CH3:15])[C:6]=2[CH:16]=1.[F:18][C:19]([F:33])([F:32])[O:20][C:21]1[CH:26]=[CH:25][C:24]([CH:27]=[O:28])=[CH:23][C:22]=1B(O)O.C1(C)C=CC=CC=1.C([O-])([O-])=O.[K+].[K+]>C1C=CC([P]([Pd]([P](C2C=CC=CC=2)(C2C=CC=CC=2)C2C=CC=CC=2)([P](C2C=CC=CC=2)(C2C=CC=CC=2)C2C=CC=CC=2)[P](C2C=CC=CC=2)(C2C=CC=CC=2)C2C=CC=CC=2)(C2C=CC=CC=2)C2C=CC=CC=2)=CC=1.C(O)C>[CH2:14]([N:7]1[C:6]2[CH:16]=[C:2]([C:26]3[CH:25]=[C:24]([CH:23]=[CH:22][C:21]=3[O:20][C:19]([F:18])([F:32])[F:33])[CH:27]=[O:28])[C:3]([CH3:17])=[CH:4][C:5]=2[C:10]([CH3:12])([CH3:11])[O:9][C:8]1=[O:13])[CH3:15] |f:3.4.5,^1:50,52,71,90|. Procedure details: A round bottom flask was charged with 0.5 g (1.67 mmol) of Compound 14D, 0.58 g (2,5 mmol) of 2-trifluoromethoxy-5-formylphenylboronic acid and 0.083 g of tetrakis(triphenylphosphine)palladium(0). The flask was sealed with a septa and 8.5 mL of toluene and 2.5 mL of ethanol was added. The resulting solution was stirred to dissolve the reactants and then 1.7 mL of 2M K2CO3 was added via syringe. The reaction mixture was heated to 80° C. for 4 hours. After cooling, the reaction mixture was partiti... Starting materials: O1C(OCCC1)CCCC=1C=NC=CC1 (1-(1,3-Dioxan-2-yl)-3-(3-pyridyl)propane), C(=O)(O)[O-].[Na+] (NaHCO3). Run in C1CCOC1 (THF), Cl (HCl). The product is C1=CC(=CN=C1)CCCC=O (4-(3-Pyridyl)-1-butyraldehyde). Isolated yield 94.5%. Reaction SMILES: [O:1]1CCCO[CH:2]1[CH2:7][CH2:8][CH2:9][C:10]1[CH:11]=[N:12][CH:13]=[CH:14][CH:15]=1.C([O-])(O)=O.[Na+]>C1COCC1.Cl>[CH:14]1[CH:13]=[N:12][CH:11]=[C:10]([CH2:9][CH2:8][CH2:7][CH:2]=[O:1])[CH:15]=1 |f:1.2|. Reported procedure: A solution of 1.5 g (7.8 mmol) of acetal 157 in 10.0 mL of THF and 10.0 mL of 4N HCl was stirred overnight at room temperature and was then neutralized by the slow addition of solid NaHCO3. The reaction mixture was extracted with ethyl acetate, dried over MgSO4 and concentrated to yield 1.1 g of the aldehyde 158. 1H NMR consistent with structure. Reactants: ClC1=C(C=CC=C1)N1C=2N(C3=NC(=NC=C3C1=O)S(=O)C)C=CN2 (4-(2-Chloro-phenyl)-8-methanesulfinyl-4H-3,4,7,9,9b-pentaaza-cyclopenta[a]naphthalen-5-one), NC1=CC=C2CCN(CC2=C1)C(=O)OC(C)(C)C (tert-butyl 7-amino-3,4-dihydroisoquinoline-2(1H)-carboxylate). The solvent is C(C)(=O)OCC (ethyl acetate). The product is ClC1=C(C=CC=C1)N1C=2N(C3=C(C1=O)C=NC(=N3)NC3=CC=C1CCN(CC1=C3)C(=O)OC(C)(C)C)C=CN2 (tert-butyl 7-{[6-(2-chlorophenyl)-5-oxo-5,6-dihydroimidazo[1,2-a]pyrimido[5,4-e]pyrimidin-2-yl]amino}-3,4-dihydroisoquinoline-2(1H)-carboxylate). As a reaction SMILES: [Cl:1][C:2]1[CH:7]=[CH:6][CH:5]=[CH:4][C:3]=1[N:8]1[C:17](=[O:18])[C:16]2[C:11](=[N:12][C:13](S(C)=O)=[N:14][CH:15]=2)[N:10]2[CH:22]=[CH:23][N:24]=[C:9]12.[NH2:25][C:26]1[CH:35]=[C:34]2[C:29]([CH2:30][CH2:31][N:32]([C:36]([O:38][C:39]([CH3:42])([CH3:41])[CH3:40])=[O:37])[CH2:33]2)=[CH:28][CH:27]=1>C(OCC)(=O)C>[Cl:1][C:2]1[CH:7]=[CH:6][CH:5]=[CH:4][C:3]=1[N:8]1[C:17](=[O:18])[C:16]2[CH:15]=[N:14][C:13]([NH:25][C:26]3[CH:35]=[C:34]4[C:29]([CH2:30][CH2:31][N:32]([C:36]([O:38][C:39]([CH3:42])([CH3:41])[CH3:40])=[O:37])[CH2:33]4)=[CH:28][CH:27]=3)=[N:12][C:11]=2[N:10]2[CH:22]=[CH:23][N:24]=[C:9]12. Reported procedure: A mixture of Example 1E (0.900 g, 2.501 mmol) and tert-butyl 7-amino-3,4-dihydroisoquinoline-2(1H)-carboxylate (0.994 g, 4.00 mmol) was heated in a capped vial at 90° C. for 1 hour. The reaction mixture were suspended and stirred in ethyl acetate. The solids were filtered and washed with ethyl acetate. The filter cake was stirred in saturated aqueous NaHCO3, filtered, washed with water, and oven-dried to provide the title compound. The filtrate was diluted with ethyl acetate and washed with satu... RXN SMILES: FC(F)(F)[C:3]([C:5]1[C:13]2[C:8](=[CH:9][C:10]([N+:14]([O-:16])=[O:15])=[CH:11][CH:12]=2)[N:7]([CH3:17])[CH:6]=1)=[O:4].[OH-:20].[Na+]>O>[CH3:17][N:7]1[C:8]2[C:13](=[CH:12][CH:11]=[C:10]([N+:14]([O-:16])=[O:15])[CH:9]=2)[C:5]([C:3]([OH:4])=[O:20])=[CH:6]1 |f:1.2|. Run in O (water). The product is CN1C=C(C2=CC=C(C=C12)[N+](=O)[O-])C(=O)O (1-methyl-6-nitro-1H-indole-3-carboxylic acid). The reactants are FC(C(=O)C1=CN(C2=CC(=CC=C12)[N+](=O)[O-])C)(F)F (2,2,2-trifluoro-1-(1-methyl-6-nitro-1H-indol-3-yl)-ethanone), [OH-].[Na+] (sodium hydroxide). Procedure details: 1.87 g of 2,2,2-trifluoro-1-(1-methyl-6-nitro-1H-indol-3-yl)-ethanone are combined with 32 ml of 6 N sodium hydroxide solution and refluxed for 3 hours. After cooling to ambient temperature the mixture is diluted with water and washed with ethyl acetate. Then by careful addition of 3 N hydrochloric acid the mixture is adjusted to pH 2 and extracted twice with ethyl acetate. The combined organic phases are dried on magnesium sulphate and the solvents are eliminated in vacuo. The reactants are C1=CC=CC=2CN(CC3=C(C21)C=CC=C3)C#N (5,7-dihydro-6H-dibenz[c,e]azepine-6-carbonitrile), C1(CCCC1)O (cyclopentanol). Yields the product C1=CC=CC=2CN(CC3=C(C21)C=CC=C3)C(OC3CCCC3)=N (cyclopentyl 5,7-dihydro-6H-dibenz[c,e]azepine-6-carboximidate). RXN SMILES: [CH:1]1[C:11]2[C:10]3[CH:12]=[CH:13][CH:14]=[CH:15][C:9]=3[CH2:8][N:7]([C:16]#[N:17])[CH2:6][C:5]=2[CH:4]=[CH:3][CH:2]=1.[CH:18]1([OH:23])[CH2:22][CH2:21][CH2:20][CH2:19]1>>[CH:1]1[C:11]2[C:10]3[CH:12]=[CH:13][CH:14]=[CH:15][C:9]=3[CH2:8][N:7]([C:16](=[NH:17])[O:23][CH:18]3[CH2:22][CH2:21][CH2:20][CH2:19]3)[CH2:6][C:5]=2[CH:4]=[CH:3][CH:2]=1. Procedure details: starting from 5,7-dihydro-6H-dibenz[c,e]azepine-6-carbonitrile and cyclopentanol there is obtained cyclopentyl 5,7-dihydro-6H-dibenz[c,e]azepine-6-carboximidate as a syrup, 1H-NMR(CDCl3): 1.5-2.1 (8H), 4.2 (s, 4H), 4.67 (broad s, NH), 5.1 (m, OCH), 7.3-7.7 (8H). The reactants are CON=C(C(=O)OC)C1=CC(=C(C=C1)OC)Cl (Methyl 2-methoxyimino-2-(3-chloro-4-methoxyphenyl)acetate), aqueous solution, [OH-].[Na+] (sodium hydroxide), ( 5-3 ). Product: CON=C(C(=O)O)C1=CC(=C(C=C1)OC)Cl (2-methoxyimino-2-(3-chloro-4-methoxyphenyl)acetic acid). Yield: 101.8%. As a reaction SMILES: [CH3:1][O:2][N:3]=[C:4]([C:9]1[CH:14]=[CH:13][C:12]([O:15][CH3:16])=[C:11]([Cl:17])[CH:10]=1)[C:5]([O:7]C)=[O:6].[OH-].[Na+]>>[CH3:1][O:2][N:3]=[C:4]([C:9]1[CH:14]=[CH:13][C:12]([O:15][CH3:16])=[C:11]([Cl:17])[CH:10]=1)[C:5]([OH:7])=[O:6] |f:1.2|. Reported procedure: Methyl 2-methoxyimino-2-(3-chloro-4-methoxyphenyl)acetate (syn isomer) (2.7 g.) and a 2 N aqueous solution of sodium hydroxide (10.6 ml.) were treated according to a similar manner to that of Preparation (5-3) (c) to give crystals of 2-methoxyimino-2-(3-chloro-4-methoxyphenyl)acetic acid (syn isomer) (2.6 g.), mp 133° to 135° C. (dec.).